From a dataset of the Open Reaction Database (ORD), a public repository of structured organic reaction records. describe an organic reaction: reactants, conditions, products, and yield The reactants are BrC=1NC=2C=CC=C3C2C1CCNC3=O (2-Bromo-3,4,5,6-tetrahydro-1H-azepino[5,4,3-cd]indol-6-one), C(=O)([O-])[O-].[Na+].[Na+] (Na2CO3), [Li+].[Cl-] (LiCl), C1(=CC=CC=C1)B(O)O (phenylboronic acid). Solvent: C1(=CC=CC=C1)C (toluene), CCO (EtOH), O (water), O (H2O). Product: C1(=CC=CC=C1)C=1NC=2C=CC=C3C2C1CCNC3=O (2-Phenyl-3,4,5,6-tetrahydro-1H-azepino[5,4,3-cd]indol-6-one). RXN SMILES: Br[C:2]1[NH:3][C:4]2[CH:5]=[CH:6][CH:7]=[C:8]3[C:14](=[O:15])[NH:13][CH2:12][CH2:11][C:10]=1[C:9]=23.C([O-])([O-])=O.[Na+].[Na+].[Li+].[Cl-].[C:24]1(B(O)O)[CH:29]=[CH:28][CH:27]=[CH:26][CH:25]=1>C1(C)C=CC=CC=1.CCO.O>[C:24]1([C:2]2[NH:3][C:4]3[CH:5]=[CH:6][CH:7]=[C:8]4[C:14](=[O:15])[NH:13][CH2:12][CH2:11][C:10]=2[C:9]=34)[CH:29]=[CH:28][CH:27]=[CH:26][CH:25]=1 |f:1.2.3,4.5|. Procedure: Tricyclic bromide 11 (0.2 g, 0.75 mmol) in toluene (20 mL) and EtOH (10 mL) was treated with solid Na2CO3 (0.199 g, 1.88 mmol), LiCl (0.095 g, 2.25 mmol), phenylboronic acid (0.138 g, 1.13 mmol), and water (0.50 mL). The solution was degassed and tetrakis(triphenylphosphine)palladium(0) (43 mg, 5 mol %) was added. The solution was heated at reflux for 5 h, and then cooled to ambient temperature and diluted with water (20 mL). The aqueous layer was adjusted to pH=7-8 with saturated aqueous K2CO3 ... Starting materials: C(CCCCCCCCCCCCCCC)S (hexadecyl mercaptan), C(C=C)(=O)OCC (ethyl acrylate). The solvent is C(C)N(CC)CC (triethylamine). Conditions: time 8 hour. Yields the product C(CCCCCCCCCCCCCCC)SCCC(=O)OCC (3-(Hexadecylthio)propanoic acid, ethyl ester). Reaction SMILES: [CH2:1]([SH:17])[CH2:2][CH2:3][CH2:4][CH2:5][CH2:6][CH2:7][CH2:8][CH2:9][CH2:10][CH2:11][CH2:12][CH2:13][CH2:14][CH2:15][CH3:16].[C:18]([O:22][CH2:23][CH3:24])(=[O:21])[CH:19]=[CH2:20]>C(N(CC)CC)C>[CH2:1]([S:17][CH2:20][CH2:19][C:18]([O:22][CH2:23][CH3:24])=[O:21])[CH2:2][CH2:3][CH2:4][CH2:5][CH2:6][CH2:7][CH2:8][CH2:9][CH2:10][CH2:11][CH2:12][CH2:13][CH2:14][CH2:15][CH3:16]. Procedure details: A mixture of 17.7 ml of hexadecyl mercaptan, 3.0 g of ethyl acrylate and 2 ml of triethylamine is stirred overnight, the solvent evaporated and the residue purified by HPLC, to give 19.99 g of the desired compound as a white solid. Starting materials: Cc1c(OCC(F)(F)F)ccnc1CS(=O)c1nc2ccccc2[nH]1, CCO. The product is Cc1c(OCC(F)(F)F)ccnc1CSc1nc2ccccc2[nH]1. Reaction SMILES: [CH3:1][c:2]1[c:3]([O:4][CH2:5][C:6]([F:7])([F:8])[F:9])[cH:10][cH:11][n:12][c:13]1[CH2:14][S:15](=[O:16])[c:17]1[n:18][c:19]2[cH:20][cH:21][cH:22][cH:23][c:24]2[nH:25]1.[CH3:26][CH2:27][OH:28]>>[CH3:1][c:2]1[c:3]([O:4][CH2:5][C:6]([F:7])([F:8])[F:9])[cH:10][cH:11][n:12][c:13]1[CH2:14][S:15][c:17]1[nH:18][c:19]2[cH:20][cH:21][cH:22][cH:23][c:24]2[n:25]1.